Dataset: the Open Reaction Database (ORD), a public repository of structured organic reaction records. Task: describe an organic reaction: reactants, conditions, products, and yield The reactants are C(=O)(C(F)(F)F)O (TFA), N1C(C=CC1=O)=O (1H-Pyrrole-2,5-dione), COCN(C[Si](C)(C)C)CC1=CC=CC=C1 (N-(methoxymethyl)-N-(trimethylsilylmethyl)benzylamine). Run in C(Cl)Cl (CH2Cl2), C(Cl)Cl (CH2Cl2). Run at time 5 hour. Yields the product C(C1=CC=CC=C1)N1CC2C(C1)C(NC2=O)=O (5-benzyltetrahydropyrrolo[3,4-c]pyrrole-1,3(2H,3aH)-dione). Isolated yield 42.0%. RXN SMILES: C(O)(C(F)(F)F)=O.[NH:8]1[C:12](=[O:13])[CH:11]=[CH:10][C:9]1=[O:14].CO[CH2:17][N:18]([CH2:24][C:25]1[CH:30]=[CH:29][CH:28]=[CH:27][CH:26]=1)[CH2:19][Si](C)(C)C>C(Cl)Cl>[CH2:24]([N:18]1[CH2:19][CH:10]2[C:9](=[O:14])[NH:8][C:12](=[O:13])[CH:11]2[CH2:17]1)[C:25]1[CH:30]=[CH:29][CH:28]=[CH:27][CH:26]=1. Procedure details: To a suspension of TFA (1.02 g) and 1H-Pyrrole-2,5-dione (10.22 g) in CH2Cl2 (250 mL) at −5° C. was added a solution of N-(methoxymethyl)-N-(trimethylsilylmethyl)benzylamine (29.99 g) in CH2Cl2 (20 mL) dropwise over 1 h. The reaction mixture was stirred at room temperature for another 5 h and evaporated in vacuo. The residue was stirred in the mixed solvent (EA: PE=3:7) at −10° C. for 1 h, and the mixture was filtered to afford the title compound as a white solid (10.18 g, 42.00%). Starting materials: ClC(c1ccccc1)(c1ccccc1)c1ccccc1, ClCCl, CCC(N)CO. The product is CCC(CO)NC(c1ccccc1)(c1ccccc1)c1ccccc1. Reaction SMILES: [C:7]([c:8]1[cH:9][cH:10][cH:11][cH:12][cH:13]1)([c:14]1[cH:15][cH:16][cH:17][cH:18][cH:19]1)([c:20]1[cH:21][cH:22][cH:23][cH:24][cH:25]1)[Cl:26].[Cl:27][CH2:28][Cl:29].[NH2:1][CH:2]([CH2:3][OH:4])[CH2:5][CH3:6]>>[NH:1]([CH:2]([CH2:3][OH:4])[CH2:5][CH3:6])[C:7]([c:8]1[cH:9][cH:10][cH:11][cH:12][cH:13]1)([c:14]1[cH:15][cH:16][cH:17][cH:18][cH:19]1)[c:20]1[cH:21][cH:22][cH:23][cH:24][cH:25]1. Starting materials: Cl (Hydrogen chloride), C(C)(=O)NC(C(=O)O)CC1=CC=C(C=C1)Br (2-(acetylamino)-3-(4-bromophenyl)propanoic acid), CO (methanol). Conditions: time 8 hour. Product: C(C)(=O)NC(C(=O)OC)CC1=CC=C(C=C1)Br (methyl 2-(acetylamino)-3-(4-bromophenyl)propanoate). RXN SMILES: Cl.[C:2]([NH:5][CH:6]([CH2:10][C:11]1[CH:16]=[CH:15][C:14]([Br:17])=[CH:13][CH:12]=1)[C:7]([OH:9])=[O:8])(=[O:4])[CH3:3].[CH3:18]O>>[C:2]([NH:5][CH:6]([CH2:10][C:11]1[CH:16]=[CH:15][C:14]([Br:17])=[CH:13][CH:12]=1)[C:7]([O:9][CH3:18])=[O:8])(=[O:4])[CH3:3]. Reported procedure: Hydrogen chloride (4 M in 1,4-dioxane) (5 mL, 20 mmol) was added to an ambient temperature solution of 2-(acetylamino)-3-(4-bromophenyl)propanoic acid (10 g, 34.9 mmol) in methanol (50 mL). After stirring at ambient temperature overnight, the reaction mixture was concentrated in vacuo to afford methyl 2-(acetylamino)-3-(4-bromophenyl)propanoate which was used in the subsequent step without further purification. Reactants: Cc1ccc(CBr)nc1C#N, C1CCOC1, CNC(C)=O, [H-], [Na+], O. Yields the product CC(=O)N(C)Cc1ccc(C)c(C#N)n1. RXN SMILES: [Br:8][CH2:9][c:10]1[cH:11][cH:12][c:13]([CH3:18])[c:14]([C:16]#[N:17])[n:15]1.[CH2:20]1[O:21][CH2:22][CH2:23][CH2:24]1.[CH3:1][NH:2][C:3]([CH3:4])=[O:5].[H-:7].[Na+:6].[OH2:19]>>[CH3:1][N:2]([C:3]([CH3:4])=[O:5])[CH2:9][c:10]1[cH:11][cH:12][c:13]([CH3:18])[c:14]([C:16]#[N:17])[n:15]1. Procedure details: A solution of 6 g 7-amino-2,4-dichloro-6-fluoro-benzothiazole and 4.3 g 3,4,5,6-tetrahydrophthalic anhydride in 50 ml acetic acid was heated under reflux for 5 hours. After cooling, the reaction solution was poured into 200 ml ice-water and the resulting crystals were separated off. They were dried at 50° C. in vacuo and then purified by column chromatography. Yield: 6.6 g=70% of theory m.p.: 139°-141° C. The solvent is C(C)(=O)O (acetic acid). RXN SMILES: [NH2:1][C:2]1[C:10]2[S:9][C:8]([Cl:11])=[N:7][C:6]=2[C:5]([Cl:12])=[CH:4][C:3]=1[F:13].[C:14]1(=O)[O:19][C:17](=[O:18])[C:16]2[CH2:20][CH2:21][CH2:22][CH2:23][C:15]1=2>C(O)(=O)C>[Cl:11][C:8]1[S:9][C:10]2[C:2]([N:1]3[C:17](=[O:18])[C:16]4[CH2:20][CH2:21][CH2:22][CH2:23][C:15]=4[C:14]3=[O:19])=[C:3]([F:13])[CH:4]=[C:5]([Cl:12])[C:6]=2[N:7]=1. The product is ClC=1SC2=C(N1)C(=CC(=C2N2C(C1=C(C2=O)CCCC1)=O)F)Cl (N-(2,4-Dichloro-6-fluorobenzothiazol-7-yl)-3,4,5,6-tetrahydrophthalimide). The reactants are NC1=C(C=C(C=2N=C(SC21)Cl)Cl)F (7-amino-2,4-dichloro-6-fluoro-benzothiazole), C1(C2=C(C(=O)O1)CCCC2)=O (3,4,5,6-tetrahydrophthalic anhydride), ice water. Starting materials: O (Water), OC1=CC=C(C=O)C=C1 (4-hydroxybenzaldehyde), FC(S(=O)(=O)OCC(F)F)(F)F (2,2-difluoroethyl trifluoromethanesulfonate), C(=O)([O-])[O-].[Cs+].[Cs+] (Cs2CO3). The solvent is CCOC(=O)C (AcOEt), CN(C)C=O (DMF). Conditions: time 18 hour. Product: FC(COC1=CC=C(C=O)C=C1)F (4-(2,2-difluoroethoxy)benzaldehyde). Reaction SMILES: [OH:1][C:2]1[CH:9]=[CH:8][C:5]([CH:6]=[O:7])=[CH:4][CH:3]=1.FC(F)(F)S(O[CH2:16][CH:17]([F:19])[F:18])(=O)=O.C([O-])([O-])=O.[Cs+].[Cs+].O>CN(C=O)C.CCOC(C)=O>[F:18][CH:17]([F:19])[CH2:16][O:1][C:2]1[CH:9]=[CH:8][C:5]([CH:6]=[O:7])=[CH:4][CH:3]=1 |f:2.3.4|. Procedure details: A mixture of commercially available 4-hydroxybenzaldehyde (2.000 g; 16.40 mmol), 2,2-difluoroethyl trifluoromethanesulfonate (3.506 g; 16.40 mmol), and Cs2CO3 (8.004 g; 24.60 mmol) in anh. DMF (30 ml) was stirred at rt, under nitrogen, for 18 h. Water and AcOEt were added and the organic layer was washed with water, dried over anh. MgSO4, filtered, and concentrated to dryness under reduced pressure affording 4-(2,2-difluoroethoxy)benzaldehyde as an orange oil. LC-MS (conditions A): tR=0.65 min.;... Run at time 2 hour. As a reaction SMILES: [C:1]([S:4][C@@H:5]1[CH2:9][N:8]([C:10]([O:12][CH2:13][C:14]2[CH:19]=[CH:18][C:17]([N+:20]([O-:22])=[O:21])=[CH:16][CH:15]=2)=[O:11])[C@H:7]([C:23]([N:25]2[CH2:30][CH2:29][N:28]([CH2:31][CH2:32][OH:33])[CH2:27][CH2:26]2)=[O:24])[CH2:6]1)(=[O:3])[CH3:2]>C(Cl)Cl.CN(C)C1C=CN=CC=1.C(OCC)(=O)C>[C:1]([S:4][C@@H:5]1[CH2:9][N:8]([C:10]([O:12][CH2:13][C:14]2[CH:19]=[CH:18][C:17]([N+:20]([O-:22])=[O:21])=[CH:16][CH:15]=2)=[O:11])[C@H:7]([C:23]([N:25]2[CH2:30][CH2:29][N:28]([CH2:31][CH2:32][O:33][C:10]([O:12][CH2:13][C:14]3[CH:15]=[CH:16][C:17]([N+:20]([O-:22])=[O:21])=[CH:18][CH:19]=3)=[O:11])[CH2:27][CH2:26]2)=[O:24])[CH2:6]1)(=[O:3])[CH3:2]. Isolated yield 166.2%. The reactants are N-nitrobenzyl chloroformate, C(C)(=O)S[C@H]1C[C@H](N(C1)C(=O)OCC1=CC=C(C=C1)[N+](=O)[O-])C(=O)N1CCN(CC1)CCO ((2S,4S)-4-acetylthio-2-[4-(2-hydroxyethyl)-1-piperazinylcarbonyl]-1-(4-nitrobenzyloxycarbonyl)pyrrolidine). Yields the product C(C)(=O)S[C@H]1C[C@H](N(C1)C(=O)OCC1=CC=C(C=C1)[N+](=O)[O-])C(=O)N1CCN(CC1)CCOC(=O)OCC1=CC=C(C=C1)[N+](=O)[O-] ((2S,4S)-4-Acetylthio-2-{4-[2-(4-nitrobenzyloxycarbonyl) oxyethyl]-1-piperazinylcarbonyl}-1-(4-nitrobenzyloxycarbonyl)pyrrolidine). Procedure: A solution of 1.10 g of N-nitrobenzyl chloroformate in 10 ml of methylene chloride was added, whilst ice-cooling, to a solution of 1.63 g of (2S,4S)-4-acetylthio-2-[4-(2-hydroxyethyl)-1-piperazinylcarbonyl]-1-(4-nitrobenzyloxycarbonyl)pyrrolidine and 0.62 g of 4-dimethylaminopyridine in 15 ml of methylene chloride and the resulting mixture was stirred at the same temperature for 2 hours. At the end of this time, the reaction mixture was diluted with 100 ml of ethyl acetate, and the dilute soluti... Solvent: C(C)(=O)OCC (ethyl acetate), C(Cl)Cl (methylene chloride), C(Cl)Cl (methylene chloride). Reagents/catalysts: CN(C1=CC=NC=C1)C (4-dimethylaminopyridine). The reactants are CC1=C(C(C(=C(C1=O)C)C)=O)C(C1=CC=C(C=C(C(=O)O)C)C=C1)C=1C=NC=CC1 (4-[3,5,6-trimethyl-1,4-benzoquinon-2-yl-(3-pyridyl)methyl]-α-methylcinnamic acid). Reagents/catalysts: [Pd].[C] (Pd carbon). Run in C(C)(=O)O (acetic acid). Conditions: time 2 hour. Product: CC1=C(C(C(=C(C1=O)C)C)=O)C(C1=CC=C(C=C1)CCC(=O)O)C=1C=NC=CC1 (3-(4-[3,5,6-trimethyl-1,4-benzoquinon-2-yl-(3-pyridyl)methyl]phenyl)propionic acid). The yield is 44.2%. Reaction SMILES: [CH3:1][C:2]1[C:7](=[O:8])[C:6]([CH3:9])=[C:5]([CH3:10])[C:4](=[O:11])[C:3]=1[CH:12]([C:25]1[CH:26]=[N:27][CH:28]=[CH:29][CH:30]=1)[C:13]1[CH:24]=[CH:23][C:16]([CH:17]=[C:18](C)[C:19]([OH:21])=[O:20])=[CH:15][CH:14]=1>C(O)(=O)C.[Pd].[C]>[CH3:1][C:2]1[C:7](=[O:8])[C:6]([CH3:9])=[C:5]([CH3:10])[C:4](=[O:11])[C:3]=1[CH:12]([C:25]1[CH:26]=[N:27][CH:28]=[CH:29][CH:30]=1)[C:13]1[CH:24]=[CH:23][C:16]([CH2:17][CH2:18][C:19]([OH:21])=[O:20])=[CH:15][CH:14]=1 |f:2.3|. Reported procedure: 4-[3,5,6-trimethyl-1,4-benzoquinon-2-yl-(3-pyridyl)methyl]-α-methylcinnamic acid, 0.7 g (1.75 mmol), was hydrogenated with 0.2 g of 5% Pd-carbon in 6 ml of acetic acid (the reaction completed in about 2 hours). The catalyst was filtered off, and the filtrate was concentrated, to which water was added and neutralized with a saturated aqueous solution of sodium hydrogen carbonate. The resultant substance was extracted with ethyl acetate, and oxidized by shaking with an aqueous solution of ferric c... The product is ClC1=CC=2N(C(=N1)C=1C=NNC1)C=CN2 (7-chloro-5-(1H-pyrazol-4-yl)imidazo[1,2-c]pyrimidine). Procedure: To a solution of 7-chloro-5-(1-((2-(trimethylsilyl)ethoxy)methyl)-1H-pyrazol-4-yl)imidazo[1,2-c]pyrimidine (Preparation G; 0.250 g, 0.715 mmol) in 3.5 mL of DCM was added 2,2,2,-trifluoroacetic acid (2.2 mL, 28.6 mmol) and allowed to stir at ambient temperature for 1 hour before the reaction mixture was diluted with 5 mL of toluene and then concentrated under reduced pressure. The resulting residue was dissolved in 2 mL of 7M ammonia in methanol and stirred at ambient temperature for 30 minutes.... Reactants: ClC1=CC=2N(C(=N1)C=1C=NN(C1)COCC[Si](C)(C)C)C=CN2 (7-chloro-5-(1-((2-(trimethylsilyl)ethoxy)methyl)-1H-pyrazol-4-yl)imidazo[1,2-c]pyrimidine), FC(C(=O)O)(F)F (2,2,2,-trifluoroacetic acid). Reaction conditions: time 1 hour. RXN SMILES: [Cl:1][C:2]1[N:7]=[C:6]([C:8]2[CH:9]=[N:10][N:11](COCC[Si](C)(C)C)[CH:12]=2)[N:5]2[CH:21]=[CH:22][N:23]=[C:4]2[CH:3]=1.FC(F)(F)C(O)=O>C(Cl)Cl.C1(C)C=CC=CC=1>[Cl:1][C:2]1[N:7]=[C:6]([C:8]2[CH:12]=[N:11][NH:10][CH:9]=2)[N:5]2[CH:21]=[CH:22][N:23]=[C:4]2[CH:3]=1. Solvent: C1(=CC=CC=C1)C (toluene), C(Cl)Cl (DCM). Isolated yield 65.5%. Starting materials: O1CCN(CC1)CC(C(=S)N)C1=NC=CC=C1 (3Morpholino-2-(2-pyridyl)thiopropanamide), Cl (hydrogen chloride). The solvent is CCOCC (ether). Product: Cl.Cl.O1CCN(CC1)CC(C(=S)N)C1=NC=CC=C1 (3-morpholino-2-(2-pyridyl)thiopropanamide dihydrochloride). RXN SMILES: [O:1]1[CH2:6][CH2:5][N:4]([CH2:7][CH:8]([C:12]2[CH:17]=[CH:16][CH:15]=[CH:14][N:13]=2)[C:9]([NH2:11])=[S:10])[CH2:3][CH2:2]1.[ClH:18]>CCOCC>[ClH:18].[ClH:18].[O:1]1[CH2:6][CH2:5][N:4]([CH2:7][CH:8]([C:12]2[CH:17]=[CH:16][CH:15]=[CH:14][N:13]=2)[C:9]([NH2:11])=[S:10])[CH2:3][CH2:2]1 |f:3.4.5|. Reported procedure: 3Morpholino-2-(2-pyridyl)thiopropanamide (500 mg.) in ether is added to ethereal hydrogen chloride. The precipitate is filtered off and washed with ether to give 3-morpholino-2-(2-pyridyl)thiopropanamide dihydrochloride.